This data is from the Open Reaction Database (ORD), a public repository of structured organic reaction records. The task is: describe an organic reaction: reactants, conditions, products, and yield As a reaction SMILES: [CH2:1]([O:8][C:9]1[N:18]=[C:17]([C:19]2[CH:20]=[C:21]3[C:25](=[CH:26][CH:27]=2)[N:24]([CH3:28])[CH:23]=[C:22]3[C:29]#[N:30])[C:16]([CH2:31][CH3:32])=[C:15]([O:33][CH2:34][C:35]2[CH:40]=[CH:39][CH:38]=[CH:37][CH:36]=2)[C:10]=1[C:11]([O:13]C)=[O:12])[C:2]1[CH:7]=[CH:6][CH:5]=[CH:4][CH:3]=1.C[Si](C)(C)[O-].[K+]>C1COCC1>[CH2:1]([O:8][C:9]1[N:18]=[C:17]([C:19]2[CH:20]=[C:21]3[C:25](=[CH:26][CH:27]=2)[N:24]([CH3:28])[CH:23]=[C:22]3[C:29]#[N:30])[C:16]([CH2:31][CH3:32])=[C:15]([O:33][CH2:34][C:35]2[CH:36]=[CH:37][CH:38]=[CH:39][CH:40]=2)[C:10]=1[C:11]([OH:13])=[O:12])[C:2]1[CH:3]=[CH:4][CH:5]=[CH:6][CH:7]=1 |f:1.2|. Starting materials: C(C1=CC=CC=C1)OC1=C(C(=O)OC)C(=C(C(=N1)C=1C=C2C(=CN(C2=CC1)C)C#N)CC)OCC1=CC=CC=C1 (methyl 2,4-bis(benzyloxy)-6-(3-cyano-1-methyl-1H-indol-5-yl)-5-ethylnicotinate), C[Si]([O-])(C)C.[K+] (potassium trimethylsilanolate). The yield is 79.7%. Run at temperature 60 celsius, time 8 hour. Run in C1CCOC1 (THF). Procedure details: To a solution of methyl 2,4-bis(benzyloxy)-6-(3-cyano-1-methyl-1H-indol-5-yl)-5-ethylnicotinate (130 mg, 0.24 mmol) in THF (2.5 mL) was added potassium trimethylsilanolate (80 mg, 0.62 mmol, 2.6 eq) at room temperature. Then the reaction mixture was heated to 60° C. and stirred for 8 h. Upon completion of the reaction, the solvents were removed under reduced pressure. The reaction was acidified with 1N HCl (1 mL) and then the reaction mixture was extracted with CH2Cl2 (3×20 mL). The solvent was ... Yields the product C(C1=CC=CC=C1)OC1=C(C(=O)O)C(=C(C(=N1)C=1C=C2C(=CN(C2=CC1)C)C#N)CC)OCC1=CC=CC=C1 (2,4-bis(benzyloxy)-6-(3-cyano-1-methyl-1H-indol-5-yl)-5-ethylnicotinic acid).